From a dataset of the Open Reaction Database (ORD), a public repository of structured organic reaction records. describe an organic reaction: reactants, conditions, products, and yield As a reaction SMILES: [C:26]([c:27]1[nH:28][cH:29][cH:30][n:31]1)([c:32]1[nH:33][cH:34][cH:35][n:36]1)=[O:37].[C:38](#[N:39])[C:40]1([C:43](=[O:44])[OH:45])[CH2:41][CH2:42]1.[NH2:1][c:2]1[cH:3][c:4]([Cl:25])[c:5]([N:8]2[CH2:9][CH2:10][CH:11]([N:14]3[C:15](=[O:24])[O:16][CH2:17][c:18]4[c:19]3[cH:20][cH:21][cH:22][cH:23]4)[CH2:12][CH2:13]2)[cH:6][cH:7]1>>[NH:1]([c:2]1[cH:3][c:4]([Cl:25])[c:5]([N:8]2[CH2:9][CH2:10][CH:11]([N:14]3[C:15](=[O:24])[O:16][CH2:17][c:18]4[c:19]3[cH:20][cH:21][cH:22][cH:23]4)[CH2:12][CH2:13]2)[cH:6][cH:7]1)[C:43]([C:40]1([C:38]#[N:39])[CH2:41][CH2:42]1)=[O:44]. The reactants are O=C(c1ncc[nH]1)c1ncc[nH]1, N#CC1(C(=O)O)CC1, Nc1ccc(N2CCC(N3C(=O)OCc4ccccc43)CC2)c(Cl)c1. Yields the product N#CC1(C(=O)Nc2ccc(N3CCC(N4C(=O)OCc5ccccc54)CC3)c(Cl)c2)CC1.